This data is from the Open Reaction Database (ORD), a public repository of structured organic reaction records. The task is: describe an organic reaction: reactants, conditions, products, and yield Reactants: CC(CCO)CCCC(CCCC(C)C)C (3,7,11-trimethyldodecanol), ClC1=CC=C(O1)C(=O)O (5-chloro-2-furoic acid), C(CCCCCCCCC\C=C/CC)O (cis-11-tetradecenol), BrC1=CC=C(O1)C(=O)O (5-bromo-2-furoic acid). The product is CC(CCOC1=CC=C(O1)C(=O)O)CCCC(CCCC(C)C)C (5-(3,7,11-trimethyldodecyloxy)-2-furancarboxylic acid). RXN SMILES: [CH3:1][CH:2]([CH2:6][CH2:7][CH2:8][CH:9]([CH3:16])[CH2:10][CH2:11][CH2:12][CH:13]([CH3:15])[CH3:14])[CH2:3][CH2:4][OH:5].C(O)CCCCCCCCC/C=C\CC.Br[C:33]1[O:37][C:36]([C:38]([OH:40])=[O:39])=[CH:35][CH:34]=1.ClC1OC(C(O)=O)=CC=1>>[CH3:1][CH:2]([CH2:6][CH2:7][CH2:8][CH:9]([CH3:16])[CH2:10][CH2:11][CH2:12][CH:13]([CH3:15])[CH3:14])[CH2:3][CH2:4][O:5][C:33]1[O:37][C:36]([C:38]([OH:40])=[O:39])=[CH:35][CH:34]=1. Procedure: In the procedure of Example 4(A), 3,7,11-trimethyldodecanol was substituted for cis-11-tetradecenol and 5-bromo-2-furoic acid substituted for 5-chloro-2-furoic acid to yield 5-(3,7,11-trimethyldodecyloxy)-2-furancarboxylic acid, M.P. 70°-73° C.